Dataset: the Open Reaction Database (ORD), a public repository of structured organic reaction records. Task: describe an organic reaction: reactants, conditions, products, and yield The reactants are [Ag+], CCCC[n+]1ccn(C)c1, [Cl-], O=[N+]([O-])[O-], O. Yields the product Cl[Ag], CCCC[n+]1ccn(C)c1, O=[N+]([O-])[O-]. RXN SMILES: [Ag+:5].[CH2:7]([CH2:8][CH2:9][CH3:10])[n+:11]1[cH:12][n:13]([CH3:16])[cH:14][cH:15]1.[Cl-:6].[N+:1](=[O:2])([O-:3])[O-:4].[OH2:17]>>[Ag:5][Cl:6].[CH2:7]([CH2:8][CH2:9][CH3:10])[n+:11]1[cH:12][n:13]([CH3:16])[cH:14][cH:15]1.[N+:1](=[O:2])([O-:3])[O-:4].